Dataset: the Open Reaction Database (ORD), a public repository of structured organic reaction records. Task: describe an organic reaction: reactants, conditions, products, and yield Reactants: solution, CC(C)(C)[O-].[K+] (KOtBu), C1CCOC1 (THF), OCCCN1C=C(C2=CC=CC=C12)CC(=O)N (2-(1-3-hydroxypropyl-1H-indol-3-yl)-acetamide), COC(C(=O)C=1C=CC=C2C=CN(C12)COCC[Si](C)(C)C)=O ({1-(2-trimethylsilanyl-ethoxymethyl)-1H-indol-7-yl}-oxo-acetic acid methyl ester), Cl (HCl). Solvent: CCOC(=O)C (EtOAc), CN(C)C=O (DMF). Run at time 15 minute. Yields the product OCCCN1C=C(C2=CC=CC=C12)C=1C(NC(C1C=1C=CC=C2C=CNC12)=O)=O (3-[1-(3-Hydroxypropyl)-1H-indol-3-yl]-4-(1H-indol-7-yl)-pyrrole-2,5-dione). Yield: 51.0%. RXN SMILES: CC([O-])(C)C.[K+].C1COCC1.[OH:12][CH2:13][CH2:14][CH2:15][N:16]1[C:24]2[C:19](=[CH:20][CH:21]=[CH:22][CH:23]=2)[C:18]([CH2:25][C:26]([NH2:28])=[O:27])=[CH:17]1.C[O:30][C:31](=O)[C:32]([C:34]1[CH:35]=[CH:36][CH:37]=[C:38]2[C:42]=1[N:41](COCC[Si](C)(C)C)[CH:40]=[CH:39]2)=O.Cl>CN(C=O)C.CCOC(C)=O>[OH:12][CH2:13][CH2:14][CH2:15][N:16]1[C:24]2[C:19](=[CH:20][CH:21]=[CH:22][CH:23]=2)[C:18]([C:25]2[C:26](=[O:27])[NH:28][C:31](=[O:30])[C:32]=2[C:34]2[CH:35]=[CH:36][CH:37]=[C:38]3[C:42]=2[NH:41][CH:40]=[CH:39]3)=[CH:17]1 |f:0.1|. Reported procedure: A 1.0 M solution of KOtBu in THF (8.1 mL, 8.1 mmol) was added to a solution of 2-(1-3-hydroxypropyl-1H-indol-3-yl)-acetamide (586 mg, 2.52 mmol) and {1-(2-trimethylsilanyl-ethoxymethyl)-1H-indol-7-yl}-oxo-acetic acid methyl ester (770 mg, 2.31 mmol) in DMF (30 mL). The initially clear orange-red solution turned deep red over 15 min, and was then heated to 65 C. for 18 h. 1N HCl was added, the mixture stirred 8 h and then the volume was reduced to ˜20 mL. The residue was poured into EtOAc/0.1 N H... Reactants: COC1=C(C=CC=C1)N1CCNCC1 (1-(2-methoxyphenyl)-piperazine), C([O-])([O-])=O.[K+].[K+] (potassium carbonate), [I-].[K+] (potassium iodide), ClCC(C)(O)C (1-chloro-2-methyl-2-propanol). The solvent is O (water). Conditions: temperature 90 celsius, time 6 hour. Yields the product OC(CN1CCN(CC1)C1=C(C=CC=C1)OC)(C)C (1-(2-Hydroxy-2-methylpropyl)-4-(2-methoxyphenyl)-piperazine). As a reaction SMILES: [CH3:1][O:2][C:3]1[CH:8]=[CH:7][CH:6]=[CH:5][C:4]=1[N:9]1[CH2:14][CH2:13][NH:12][CH2:11][CH2:10]1.C(=O)([O-])[O-].[K+].[K+].[I-].[K+].Cl[CH2:24][C:25]([CH3:28])([OH:27])[CH3:26]>O>[OH:27][C:25]([CH3:28])([CH3:26])[CH2:24][N:12]1[CH2:13][CH2:14][N:9]([C:4]2[CH:5]=[CH:6][CH:7]=[CH:8][C:3]=2[O:2][CH3:1])[CH2:10][CH2:11]1 |f:1.2.3,4.5|. Procedure: A mixture of 7 g of 1-(2-methoxyphenyl)-piperazine, 7.33 g of anhydrous potassium carbonate, 1.75 g of potassium iodide and 5.6 ml of 1-chloro-2-methyl-2-propanol was stirred for 90 minutes at 70° C. and for a further 6 hours at 90° C. The reaction mixture was poured into iced water and extracted with ethyl acetate. The organic layer was washed with aqueous sodium chloride solution, dried on anhydrous sodium sulfate and evaporated to dryness in vacuo. The title product was obtained as an oil, an... Reactants: NC1=C(C2=C(COC(C2)(C)C)S1)C(=O)OC(C)(C)C (tert-Butyl 2-amino-5,5-dimethyl-5,7-dihydro-4H-thieno[2,3-c]pyran-3-carboxylate), FC1=CC=C(C(=O)N=C=S)C=C1 (4-fluorobenzoyl isothiocyanate). Solvent: C1CCOC1 (THF). Reaction conditions: temperature 50 celsius. Product: FC1=CC=C(C(=O)NC(NC2=C(C3=C(COC(C3)(C)C)S2)C(=O)OC(C)(C)C)=S)C=C1 (tert-Butyl 2-(3-(4-fluorobenzoyl)thioureido)-5,5-dimethyl-5,7-dihydro-4H-thieno[2,3-c]pyran-3-carboxylate). Isolated yield 71.7%. RXN SMILES: [NH2:1][C:2]1[S:12][C:5]2[CH2:6][O:7][C:8]([CH3:11])([CH3:10])[CH2:9][C:4]=2[C:3]=1[C:13]([O:15][C:16]([CH3:19])([CH3:18])[CH3:17])=[O:14].[F:20][C:21]1[CH:31]=[CH:30][C:24]([C:25]([N:27]=[C:28]=[S:29])=[O:26])=[CH:23][CH:22]=1>C1COCC1>[F:20][C:21]1[CH:31]=[CH:30][C:24]([C:25]([NH:27][C:28](=[S:29])[NH:1][C:2]2[S:12][C:5]3[CH2:6][O:7][C:8]([CH3:11])([CH3:10])[CH2:9][C:4]=3[C:3]=2[C:13]([O:15][C:16]([CH3:19])([CH3:18])[CH3:17])=[O:14])=[O:26])=[CH:23][CH:22]=1. Procedure details: tert-Butyl 2-amino-5,5-dimethyl-5,7-dihydro-4H-thieno[2,3-c]pyran-3-carboxylate (0.28 g, 1.00 mmol) and 4-fluorobenzoyl isothiocyanate (0.18 g, 0.99 mmol) were dissolved in THF (5 mL) and heated at 50° C. for 22 hours. The solvent was removed and EtOH (10 mL) was added. The product was filtered and rinsed with EtOH (2×10 mL). tert-Butyl 2-(3-(4-fluorobenzoyl)thioureido)-5,5-dimethyl-5,7-dihydro-4H-thieno[2,3-c]pyran-3-carboxylate (0.330 g, 0.71 mmol, 71% yield) was isolated as a pale yellow soli... Reactants: CSc1ccc2c(c1)C(O)(CCCN(C)C)c1ccccc1C=C2, CC(=O)O, [Na+], O=S=O, [OH-], OO. The product is CN(C)CCCC1(O)c2ccccc2C=Cc2ccc(S(C)(=O)=O)cc21. RXN SMILES: [CH3:1][N:2]([CH2:3][CH2:4][CH2:5][C:6]1([OH:23])[c:7]2[c:8]([cH:19][cH:20][cH:21][cH:22]2)[CH:9]=[CH:10][c:11]2[c:12]1[cH:13][c:14]([S:17][CH3:18])[cH:15][cH:16]2)[CH3:24].[CH3:32][C:33](=[O:34])[OH:35].[Na+:31].[O:27]=[S:28]=[O:29].[OH-:30].[OH:25][OH:26]>>[CH3:1][N:2]([CH2:3][CH2:4][CH2:5][C:6]1([OH:23])[c:7]2[c:8]([cH:19][cH:20][cH:21][cH:22]2)[CH:9]=[CH:10][c:11]2[c:12]1[cH:13][c:14]([S:17]([CH3:18])(=[O:27])=[O:30])[cH:15][cH:16]2)[CH3:24]. Reactants: Cn1cc2ccc(NC(=O)c3ccccc3NCc3ccnc(NC(=O)N4CCSCC4)c3)cc2n1, CO, [O-][I+3]([O-])([O-])[O-], [Na+], O. Product: Cn1cc2ccc(NC(=O)c3ccccc3NCc3ccnc(NC(=O)N4CCS(=O)CC4)c3)cc2n1. As a reaction SMILES: [CH3:1][n:2]1[n:3][c:4]2[cH:5][c:6]([NH:11][C:12](=[O:13])[c:14]3[c:15]([NH:20][CH2:21][c:22]4[cH:23][c:24]([NH:28][C:29](=[O:30])[N:31]5[CH2:32][CH2:33][S:34][CH2:35][CH2:36]5)[n:25][cH:26][cH:27]4)[cH:16][cH:17][cH:18][cH:19]3)[cH:7][cH:8][c:9]2[cH:10]1.[CH3:43][OH:44].[I+3:37]([O-:38])([O-:39])([O-:40])[O-:41].[Na+:42].[OH2:45]>>[CH3:1][n:2]1[n:3][c:4]2[cH:5][c:6]([NH:11][C:12](=[O:13])[c:14]3[c:15]([NH:20][CH2:21][c:22]4[cH:23][c:24]([NH:28][C:29](=[O:30])[N:31]5[CH2:32][CH2:33][S:34](=[O:38])[CH2:35][CH2:36]5)[n:25][cH:26][cH:27]4)[cH:16][cH:17][cH:18][cH:19]3)[cH:7][cH:8][c:9]2[cH:10]1. The product is C(C1=CC=CC=C1)OC(NCC1=CC=C(C=C1)C(N(C)C1=CC=C(C=C1)CC1=NC=2N(C(N(C(C2N1)=O)CC1=C(C=CC=C1)F)=O)C1CC1)=O)=O ([4-( {4-[3-Cyclopropyl-1-(2-fluorobenzyl)-2,6-dioxo-2,3,6,7-tetrahydro-1H-purin-8-ylmethyl]-phenyl}-methyl-carbamoyl)-benzyl]-carbamic acid benzyl ester). Starting materials: C(=O)(OCC1=CC=CC=C1)C(=O)NCC1=CC=C(C(=O)O)C=C1 (N-carbobenzyloxycarbonyl-4-aminomethylbenzoic acid), C1(CC1)CN1C(N(C(C=2NC(=NC12)CC1=CC=C(C=C1)NC)=O)CC1=C(C=CC=C1)F)=O (3-cyclopropylmethyl-8-[4-(methylamino)-benzyl]-1-(2-fluorobenzyl)-3,7-dihydropurine-2,6-dione), final reagent. Procedure details: This compound was prepared by a method similar to that described in example 79 except that N-carbobenzyloxycarbonyl-4-aminomethylbenzoic acid was used in place of N-acetyl-6-amino-2-pyridine carboxylic acid, 0.62 equivalents of 3-cyclopropylmethyl-8-[4-(methylamino)-benzyl]-1-(2-fluorobenzyl)-3,7-dihydropurine-2,6-dione, and 0.68 equivalents of 4-dimethylaminopyridine added as the final reagent. The product was purified by chromatography using silica gel eluted with 95:5 chloroform/methanol foll... The reagents and catalysts are CN(C1=CC=NC=C1)C (4-dimethylaminopyridine). RXN SMILES: C([C:11]([NH:13][CH2:14][C:15]1[CH:23]=[CH:22][C:18]([C:19]([OH:21])=O)=[CH:17][CH:16]=1)=[O:12])(OCC1C=CC=CC=1)=O.[CH:24]1([CH2:27][N:28]2[C:36]3[N:35]=[C:34]([CH2:37][C:38]4[CH:43]=[CH:42][C:41]([NH:44][CH3:45])=[CH:40][CH:39]=4)[NH:33][C:32]=3[C:31](=[O:46])[N:30]([CH2:47][C:48]3[CH:53]=[CH:52][CH:51]=[CH:50][C:49]=3[F:54])[C:29]2=[O:55])[CH2:26]C1>CN(C)C1C=CN=CC=1>[CH2:19]([O:21][C:11](=[O:12])[NH:13][CH2:14][C:15]1[CH:16]=[CH:17][C:18]([C:19](=[O:21])[N:44]([C:41]2[CH:42]=[CH:43][C:38]([CH2:37][C:34]3[NH:33][C:32]4[C:31](=[O:46])[N:30]([CH2:47][C:48]5[CH:53]=[CH:52][CH:51]=[CH:50][C:49]=5[F:54])[C:29](=[O:55])[N:28]([CH:27]5[CH2:24][CH2:26]5)[C:36]=4[N:35]=3)=[CH:39][CH:40]=2)[CH3:45])=[CH:22][CH:23]=1)[C:18]1[CH:22]=[CH:23][CH:15]=[CH:16][CH:17]=1. Reactants: O (water), FC=1C=CC(=C(C1)C1(CC1)CC(C(=O)NC=1C=C2COC(=O)C2=CC1)(C(F)(F)F)O)OC (5-{3-[1-(5-fluoro-2-methoxyphenyl)-cyclopropyl]-2-hydroxy-2-trifluoromethyl-propionylamino}-phthalide), solution, B(Br)(Br)Br (boron tribromide). The solvent is ClCCl (dichloromethane), ClCCl (dichloromethane). Reaction conditions: temperature 0 celsius, time 3 hour. The product is FC=1C=CC(=C(C1)C1(CC1)CC(C(=O)NC=1C=C2COC(=O)C2=CC1)(C(F)(F)F)O)O (5-{3-[1-(5-Fluoro-2-hydroxyphenyl)-cyclopropyl]-2-hydroxy-2-trifluoromethyl-propionylamino}-phthalide). As a reaction SMILES: [F:1][C:2]1[CH:3]=[CH:4][C:5]([O:31]C)=[C:6]([C:8]2([CH2:11][C:12]([OH:30])([C:26]([F:29])([F:28])[F:27])[C:13]([NH:15][C:16]3[CH:17]=[C:18]4[C:23](=[CH:24][CH:25]=3)[C:21](=[O:22])[O:20][CH2:19]4)=[O:14])[CH2:10][CH2:9]2)[CH:7]=1.B(Br)(Br)Br.O>ClCCl>[F:1][C:2]1[CH:3]=[CH:4][C:5]([OH:31])=[C:6]([C:8]2([CH2:11][C:12]([OH:30])([C:26]([F:28])([F:27])[F:29])[C:13]([NH:15][C:16]3[CH:17]=[C:18]4[C:23](=[CH:24][CH:25]=3)[C:21](=[O:22])[O:20][CH2:19]4)=[O:14])[CH2:9][CH2:10]2)[CH:7]=1. Procedure details: 225 mg of 5-{3-[1-(5-fluoro-2-methoxyphenyl)-cyclopropyl]-2-hydroxy-2-trifluoromethyl-propionylamino}-phthalide is mixed in 4.5 ml of dichloromethane at 0° C. with 2.48 ml of a 1 molar solution of boron tribromide in dichloromethane. After 3 hours of stirring at 0° C., the mixture is added to water, extracted with ethyl acetate, the organic phase is dried (Na2SO4) and concentrated by evaporation. After the residue is triturated with hexane, the title compound is obtained in crystalline form, fla...